From a dataset of the Open Reaction Database (ORD), a public repository of structured organic reaction records. describe an organic reaction: reactants, conditions, products, and yield Reactants: BrCC1=C(C(N=C(N1)C=1SC=NN1)C1=C(C=C(C=C1)Cl)Cl)C(=O)OCC (Ethyl 6-(bromomethyl)-4-(2,4-dichlorophenyl)-2-(1,3,4-thiadiazol-2-yl)-1,4-dihydropyrimidine-5-carboxylate), N1C(COCC1)C(=O)O (morpholine-3-carboxylic acid). The product is ClC1=C(C=CC(=C1)Cl)C1C(=C(NC(=N1)C=1SC=NN1)CN1C(COCC1)C(=O)O)C(=O)OCC (4-((6-(2,4-dichlorophenyl)-5-(ethoxycarbonyl)-2-(1,3,4-thiadiazol-2-yl)-3,6-dihydropyrimidin-4-yl)methyl)morpholine-3-carboxylic acid). Isolated yield 55.7%. As a reaction SMILES: Br[CH2:2][C:3]1[NH:8][C:7]([C:9]2[S:10][CH:11]=[N:12][N:13]=2)=[N:6][CH:5]([C:14]2[CH:19]=[CH:18][C:17]([Cl:20])=[CH:16][C:15]=2[Cl:21])[C:4]=1[C:22]([O:24][CH2:25][CH3:26])=[O:23].[NH:27]1[CH2:32][CH2:31][O:30][CH2:29][CH:28]1[C:33]([OH:35])=[O:34]>>[Cl:21][C:15]1[CH:16]=[C:17]([Cl:20])[CH:18]=[CH:19][C:14]=1[CH:5]1[N:6]=[C:7]([C:9]2[S:10][CH:11]=[N:12][N:13]=2)[NH:8][C:3]([CH2:2][N:27]2[CH2:32][CH2:31][O:30][CH2:29][CH:28]2[C:33]([OH:35])=[O:34])=[C:4]1[C:22]([O:24][CH2:25][CH3:26])=[O:23]. Procedure details: Ethyl 6-(bromomethyl)-4-(2,4-dichlorophenyl)-2-(1,3,4-thiadiazol-2-yl)-1,4-dihydropyrimidine-5-carboxylate (0.7 g, 1.5 mmol) was reacted with morpholine-3-carboxylic acid (0.2 g, 1.5 mmol) according to the procedure as described in Example 1, Step C to give the title compound as a yellow solid (0.44 g, 56%). The compound was characterized by the following spectroscopic data: Reactants: CN(/C=C/C(=O)C1=NN(C=CC1=O)C1=CC=CC=C1)C (3-((E)-3-Dimethylamino-acryloyl)-1-phenyl-1H-pyridazin-4-one), C1(=CC=C(C=C1)NN)C (p-tolylhydrazine), Cl (HCl). Yields the product C1(=CC=CC=C1)N1N=C(C(C=C1)=O)C=1N(N=CC1)C1=CC=C(C=C1)C (1-Phenyl-3-(2-p-tolyl-2H-pyrazol-3-yl)-1H-pyridazin-4-one). Yield: 67.0%. Reaction SMILES: C[N:2](C)/[CH:3]=[CH:4]/[C:5]([C:7]1[C:12](=[O:13])[CH:11]=[CH:10][N:9]([C:14]2[CH:19]=[CH:18][CH:17]=[CH:16][CH:15]=2)[N:8]=1)=O.[C:21]1([CH3:29])[CH:26]=[CH:25][C:24]([NH:27]N)=[CH:23][CH:22]=1.Cl>>[C:14]1([N:9]2[CH:10]=[CH:11][C:12](=[O:13])[C:7]([C:5]3[N:27]([C:24]4[CH:25]=[CH:26][C:21]([CH3:29])=[CH:22][CH:23]=4)[N:2]=[CH:3][CH:4]=3)=[N:8]2)[CH:19]=[CH:18][CH:17]=[CH:16][CH:15]=1. Procedure: The product was obtained starting from 3-((E)-3-Dimethylamino-acryloyl)-1-phenyl-1H-pyridazin-4-one (A-1) and p-tolylhydrazine×HCl according to the method described for Example 1 in 67% yield. The solvent is CN(C=O)C (dimethylformamide), O (water), CN(C=O)C (dimethylformamide). Yields the product C1(CCCCC1)CCN1CCC(CC1)NC(C1=CC=CC=C1)=O (1-[2-(Cyclohexyl)ethyl]-4-benzamidopiperidine). Run at temperature 70 celsius. Starting materials: C1(CCCCC1)CCBr (2-Cyclohexylethyl bromide), C(C1=CC=CC=C1)(=O)NC1CCNCC1 (4-benzamidopiperidine), C(C)(C)NC(C)C (diisopropylamine), [I-].[Na+] (sodium iodide). Procedure: 2-Cyclohexylethyl bromide (1.9 g.) in dimethylformamide (10 ml.) was added to 4-benzamidopiperidine (2.2g.), diisopropylamine (4 ml.) and a trace of sodium iodide in dimethylformamide (10 ml). The mixture was heated at 70° C. for 16 hours, cooled, poured into water, and extracted with methylene chloride. The washed and dried extracts were evaporated and the solid residue was recrystallised from ethanol to give the product (1.25 g.), m.p. 174°-5° C. (Found: C, 76.4; H, 9.5; N, 8.9 C20H30N2O requi... RXN SMILES: [CH:1]1([CH2:7][CH2:8]Br)[CH2:6][CH2:5][CH2:4][CH2:3][CH2:2]1.[C:10]([NH:18][CH:19]1[CH2:24][CH2:23][NH:22][CH2:21][CH2:20]1)(=[O:17])[C:11]1[CH:16]=[CH:15][CH:14]=[CH:13][CH:12]=1.C(NC(C)C)(C)C.[I-].[Na+]>CN(C)C=O.O>[CH:1]1([CH2:7][CH2:8][N:22]2[CH2:23][CH2:24][CH:19]([NH:18][C:10](=[O:17])[C:11]3[CH:16]=[CH:15][CH:14]=[CH:13][CH:12]=3)[CH2:20][CH2:21]2)[CH2:6][CH2:5][CH2:4][CH2:3][CH2:2]1 |f:3.4|. Reactants: O (water), CC1(OCC(CO1)(C1=CC2=CC=C(C(=C2C=C1)C(F)(F)F)OC1CCC(CC1)C(F)(F)F)NC(OC(C)(C)C)=O)C (Tert-butyl 2,2-dimethyl-5-(5-(trifluoromethyl)-6-(4-(trifluoromethyl)cyclohexyloxy)naphthalen-2-yl)-1,3-dioxan-5-ylcarbamate), CO (methanol), Cl (hydrogen chloride). Run at temperature 80 celsius, time 1 hour. The product is NC(CO)(CO)C1=CC2=CC=C(C(=C2C=C1)C(F)(F)F)OC1CCC(CC1)C(F)(F)F (2-Amino-2-[5-trifluoromethyl-6-(4-trifluoromethyl-cyclohexyloxy)-naphthalen-2-yl]-propane-1,3-diol). Yield: 106.8%. As a reaction SMILES: CC1(C)[O:7][CH2:6][C:5]([NH:33]C(=O)OC(C)(C)C)([C:8]2[CH:17]=[CH:16][C:15]3[C:10](=[CH:11][CH:12]=[C:13]([O:22][CH:23]4[CH2:28][CH2:27][CH:26]([C:29]([F:32])([F:31])[F:30])[CH2:25][CH2:24]4)[C:14]=3[C:18]([F:21])([F:20])[F:19])[CH:9]=2)[CH2:4][O:3]1.CO.Cl.O>>[NH2:33][C:5]([C:8]1[CH:17]=[CH:16][C:15]2[C:10](=[CH:11][CH:12]=[C:13]([O:22][CH:23]3[CH2:28][CH2:27][CH:26]([C:29]([F:30])([F:31])[F:32])[CH2:25][CH2:24]3)[C:14]=2[C:18]([F:20])([F:21])[F:19])[CH:9]=1)([CH2:6][OH:7])[CH2:4][OH:3]. Reported procedure: Tert-butyl 2,2-dimethyl-5-(5-(trifluoromethyl)-6-(4-(trifluoromethyl)cyclohexyloxy)naphthalen-2-yl)-1,3-dioxan-5-ylcarbamate (1000.1 mg, 0.0016906 mol) (impure, assume 100% purity) was dissolved in methanol (30 mL, 0.73 mol), followed by 1 M of hydrogen chloride in water (30 mL, 0.030 mol). The reaction mixture was then heated at 80° C. for 2.5 hours. The solvent was removed under reduced pressure and the crude residue was treated with 4 N HCl in 1,4-dioxane. The solution was stirred for 1 hour ... Starting materials: CN=C=O, ClCCl, CCc1nccn1-c1ccc(N)cc1. Yields the product CCc1nccn1-c1ccc(NC(=O)NC)cc1. Reaction SMILES: [CH3:1][N:2]=[C:3]=[O:4].[Cl:19][CH2:20][Cl:21].[NH2:5][c:6]1[cH:7][cH:8][c:9](-[n:12]2[c:13]([CH2:17][CH3:18])[n:14][cH:15][cH:16]2)[cH:10][cH:11]1>>[CH3:1][NH:2][C:3](=[O:4])[NH:5][c:6]1[cH:7][cH:8][c:9](-[n:12]2[c:13]([CH2:17][CH3:18])[n:14][cH:15][cH:16]2)[cH:10][cH:11]1. Starting materials: C1(=CC(=CC=C1)N=C=S)N=C=S (1,3-phenylenediisothiocyanate), NCCCCCCCCCCN1CCN(CC1)CC(=O)N1C2=C(NC(C3=C1C=CC=C3)=O)C=CC=N2 (5,11-Dihydro-11-[(4-[10-aminodecyl]-1-piperazinyl)acetyl]-6H-pyrido[2,3-b][1,4]-benzodiazepine-6-one), C(C)(=O)OCC (ethyl acetate). Run in CN(C)C=O (DMF), petroleum ether. Run at time 0.5 hour. Yields the product N(=C=S)C=1C=C(C=CC1)NC(=S)NCCCCCCCCCCN1CCN(CC1)CC(=O)N1C2=C(NC(C3=C1C=CC=C3)=O)C=CC=N2 (5,11-Dihydro-11-[[4-[10-[(3-isothiocyanatophenyl)aminothiocarbonylamino]decyl]-1-piperazinyl]acetyl]-6H-pyrido[2,3-b][1,4]-benzodiazepine-6-one). Yield: 51.2%. As a reaction SMILES: [NH2:1][CH2:2][CH2:3][CH2:4][CH2:5][CH2:6][CH2:7][CH2:8][CH2:9][CH2:10][CH2:11][N:12]1[CH2:17][CH2:16][N:15]([CH2:18][C:19]([N:21]2[C:27]3[CH:28]=[CH:29][CH:30]=[CH:31][C:26]=3[C:25](=[O:32])[NH:24][C:23]3[CH:33]=[CH:34][CH:35]=[N:36][C:22]2=3)=[O:20])[CH2:14][CH2:13]1.[C:37]1([N:46]=[C:47]=[S:48])[CH:42]=[CH:41][CH:40]=[C:39]([N:43]=[C:44]=[S:45])[CH:38]=1.C(OCC)(=O)C>CN(C=O)C>[N:43]([C:39]1[CH:38]=[C:37]([NH:46][C:47]([NH:1][CH2:2][CH2:3][CH2:4][CH2:5][CH2:6][CH2:7][CH2:8][CH2:9][CH2:10][CH2:11][N:12]2[CH2:17][CH2:16][N:15]([CH2:18][C:19]([N:21]3[C:27]4[CH:28]=[CH:29][CH:30]=[CH:31][C:26]=4[C:25](=[O:32])[NH:24][C:23]4[CH:33]=[CH:34][CH:35]=[N:36][C:22]3=4)=[O:20])[CH2:14][CH2:13]2)=[S:48])[CH:42]=[CH:41][CH:40]=1)=[C:44]=[S:45]. Reported procedure: 5,11-Dihydro-11-[(4-[10-aminodecyl]-1-piperazinyl)acetyl]-6H-pyrido[2,3-b][1,4]-benzodiazepine-6-one (2.8 mg, 5.7 μmol) was dissolved in 0.2 mL DMF and treated with 1,3-phenylenediisothiocyanate (6 mg, 31 μmol). After 0.5 h, ethyl acetate (1 mL) and petroleum ether (3 mL) were added, and the cloudy mixture was stored at 4° C. overnight. The supernatant was decanted from the oily residue. The residue solidified upon trituration with dry ether to give 2.0 mg (51% yield) of pure product (Rf =0.35, ... Reaction SMILES: [CH3:1][O:2][C:3]([NH:5][CH:6]([CH2:9][O:10][C:11](=[O:31])[NH:12][CH2:13][CH2:14][CH2:15][CH2:16][CH2:17][CH2:18][CH2:19][CH2:20][CH2:21][CH2:22][CH2:23][CH2:24][CH2:25][CH2:26][CH2:27][CH2:28][CH2:29][CH3:30])[CH2:7][NH2:8])=[O:4].[Cl:32][CH2:33][CH2:34][CH2:35][S:36](NCC(OC)CSCCCCCCCCCCCCCCCC)(=[O:38])=[O:37]>>[Cl:32][CH2:33][CH2:34][CH2:35][S:36]([NH:8][CH2:7][CH:6]([NH:5][C:3]([O:2][CH3:1])=[O:4])[CH2:9][O:10][C:11](=[O:31])[NH:12][CH2:13][CH2:14][CH2:15][CH2:16][CH2:17][CH2:18][CH2:19][CH2:20][CH2:21][CH2:22][CH2:23][CH2:24][CH2:25][CH2:26][CH2:27][CH2:28][CH2:29][CH3:30])(=[O:38])=[O:37]. Starting materials: COC(=O)NC(CN)COC(NCCCCCCCCCCCCCCCCCC)=O (2-Methoxycarbonylamino-3-octadecylcarbamoyloxypropylamine), ClCCCS(=O)(=O)NCC(CSCCCCCCCCCCCCCCCC)OC (3-(3-chloropropylsulfonylamino)-1-hexadecylthio-2-methoxypropane). Yields the product ClCCCS(=O)(=O)NCC(COC(NCCCCCCCCCCCCCCCCCC)=O)NC(=O)OC (3-(3-chloropropylsulfonylamino)-2-methoxycarbonylamino-1-octadecylcarbamoyloxypropane). Reported procedure: 2-Methoxycarbonylamino-3-octadecylcarbamoyloxypropylamine IVe1 is allowed to react and worked up by the same procedure as described in (4). m.p. 99°-101° C. The summary of the experimental condition and the physical data of the product are listed in Table 7. Reactants: C#CCCCCNC(=O)c1cnc(SCC)s1, CC(=O)O, OO. Yields the product C#CCCCCNC(=O)c1cnc(S(=O)CC)s1. RXN SMILES: [CH2:1]([CH3:2])[S:3][c:4]1[s:5][c:6]([C:9](=[O:10])[NH:11][CH2:12][CH2:13][CH2:14][CH2:15][C:16]#[CH:17])[cH:7][n:8]1.[CH3:20][C:21](=[O:22])[OH:23].[OH:18][OH:19]>>[CH2:1]([CH3:2])[S:3]([c:4]1[s:5][c:6]([C:9](=[O:10])[NH:11][CH2:12][CH2:13][CH2:14][CH2:15][C:16]#[CH:17])[cH:7][n:8]1)=[O:18]. Starting materials: ClCCCl, CCOC(C)=O, Cc1nc(Cl)c(C(=O)O)[nH]1, CCc1ccc(CN)c(F)c1Oc1cc(Cl)cc(C#N)c1, [Na+], O=C([O-])O, CN(C)C=O, On1nnc2ccccc21. The product is CCc1ccc(CNC(=O)c2[nH]c(C)nc2Cl)c(F)c1Oc1cc(Cl)cc(C#N)c1. As a reaction SMILES: [CH2:32]([Cl:33])[CH2:34][Cl:35].[CH3:56][CH2:57][O:58][C:59](=[O:60])[CH3:61].[Cl:22][c:23]1[n:24][c:25]([CH3:31])[nH:26][c:27]1[C:28](=[O:29])[OH:30].[NH2:1][CH2:2][c:3]1[c:4]([F:21])[c:5]([O:11][c:12]2[cH:13][c:14]([C:15]#[N:16])[cH:17][c:18]([Cl:20])[cH:19]2)[c:6]([CH2:9][CH3:10])[cH:7][cH:8]1.[Na+:50].[O-:46][C:47]([OH:48])=[O:49].[O:51]=[CH:52][N:53]([CH3:54])[CH3:55].[OH:36][n:37]1[c:38]2[c:39]([cH:40][cH:41][cH:42][cH:43]2)[n:44][n:45]1>>[NH:1]([CH2:2][c:3]1[c:4]([F:21])[c:5]([O:11][c:12]2[cH:13][c:14]([C:15]#[N:16])[cH:17][c:18]([Cl:20])[cH:19]2)[c:6]([CH2:9][CH3:10])[cH:7][cH:8]1)[C:28]([c:27]1[c:23]([Cl:22])[n:24][c:25]([CH3:31])[nH:26]1)=[O:29]. Starting materials: C(CCC)NC([C@@H](C[C@@H]([C@H](C[C@H](CC1=CC(=C(C=C1)OC)OCC1=CC=CC=C1)C(C)C)NC(=O)OC(C)(C)C)O)C)=O (N-tert-butoxycarbonyl-2(R)-methyl-4(S)-hydroxy-5(S)-amino-7(S)-isopropyl-8-(3-benzyloxy-4-methoxy-phenyl)-octanoic acid (N-butyl)amide). Reagents/catalysts: [Pd] (Pd/C). Solvent: CO (methanol). Yields the product C(CCC)NC([C@@H](C[C@@H]([C@H](C[C@H](CC1=CC(=C(C=C1)OC)O)C(C)C)NC(=O)OC(C)(C)C)O)C)=O (N-tert-butoxycarbonyl-2(R)-methyl-4(S)-hydroxy-5(S)-amino-7(S)-isopropyl-8-(3-hydroxy-4-methoxy-phenyl)-octanoic acid (N-butyl)amide). RXN SMILES: [CH2:1]([NH:5][C:6](=[O:43])[C@H:7]([CH3:42])[CH2:8][C@H:9]([OH:41])[C@@H:10]([NH:33][C:34]([O:36][C:37]([CH3:40])([CH3:39])[CH3:38])=[O:35])[CH2:11][C@@H:12]([CH:30]([CH3:32])[CH3:31])[CH2:13][C:14]1[CH:19]=[CH:18][C:17]([O:20][CH3:21])=[C:16]([O:22]CC2C=CC=CC=2)[CH:15]=1)[CH2:2][CH2:3][CH3:4]>CO.[Pd]>[CH2:1]([NH:5][C:6](=[O:43])[C@H:7]([CH3:42])[CH2:8][C@H:9]([OH:41])[C@@H:10]([NH:33][C:34]([O:36][C:37]([CH3:38])([CH3:40])[CH3:39])=[O:35])[CH2:11][C@@H:12]([CH:30]([CH3:31])[CH3:32])[CH2:13][C:14]1[CH:19]=[CH:18][C:17]([O:20][CH3:21])=[C:16]([OH:22])[CH:15]=1)[CH2:2][CH2:3][CH3:4]. Reported procedure: 4.7 g of N-tert-butoxycarbonyl-2(R)-methyl-4(S)-hydroxy-5(S)-amino-7(S)-isopropyl-8-(3-benzyloxy-4-methoxy-phenyl)-octanoic acid (N-butyl)amide are hydrogenated in 60 ml of methanol in the presence of 2.35 g of 10% Pd/C at room temperature and under normal pressure for 1 hour. Filtration of the reaction mixture and concentration of the filtrate by evaporation under a high vacuum yield the title compound: Rf (hexane/ethyl acetate =1:1)=0.15; FAB-MS (M+H)+ =509.